From a dataset of the Open Reaction Database (ORD), a public repository of structured organic reaction records. describe an organic reaction: reactants, conditions, products, and yield Reaction SMILES: Cl[C:2]1[C:7]([C:8]#[N:9])=[CH:6][N:5]=[C:4]([C:10]2[CH:15]=[CH:14][C:13]([O:16][CH2:17][CH3:18])=[CH:12][CH:11]=2)[N:3]=1>[Zn].O1CCOCC1>[C:8]([C:7]1[CH:6]=[N:5][C:4]([C:10]2[CH:15]=[CH:14][C:13]([O:16][CH2:17][CH3:18])=[CH:12][CH:11]=2)=[N:3][CH:2]=1)#[N:9]. Reagents/catalysts: [Zn] (zinc). Reactants: ClC1=NC(=NC=C1C#N)C1=CC=C(C=C1)OCC (4-chloro-5-cyano-2-(4-ethoxyphenyl)-pyrimidine). Reported procedure: 5.0 G. of 4-chloro-5-cyano-2-(4-ethoxyphenyl)-pyrimidine are reacted in 250 ml. of 50% dioxane with 22.2 g. of pre-treated zinc dust and worked up after the reaction in a manner analogous to that described in Example 13. There is obtained 5-cyano-2-(4-ethoxyphenyl)-pyrimidine as colorless crystals having a melting point of 152.6°-153.0° C. which on cooling are nematic (mono-tropic) at 149.7° C. The solvent is O1CCOCC1 (dioxane). Product: C(#N)C=1C=NC(=NC1)C1=CC=C(C=C1)OCC (5-cyano-2-(4-ethoxyphenyl)-pyrimidine). Reactants: C[Zn]C, Cc1ccccc1, O=S(=O)(Nc1cccc(-c2nc(C3CCOCC3)sc2-c2ccnc(Cl)n2)c1F)c1cc(F)ccc1F. Product: Cc1nccc(-c2sc(C3CCOCC3)nc2-c2cccc(NS(=O)(=O)c3cc(F)ccc3F)c2F)n1. As a reaction SMILES: [CH3:38][Zn:39][CH3:40].[CH3:41][c:42]1[cH:43][cH:44][cH:45][cH:46][cH:47]1.[Cl:1][c:2]1[n:3][cH:4][cH:5][c:6](-[c:8]2[c:9](-[c:19]3[c:20]([F:37])[c:21]([NH:25][S:26](=[O:27])(=[O:28])[c:29]4[c:30]([F:36])[cH:31][cH:32][c:33]([F:35])[cH:34]4)[cH:22][cH:23][cH:24]3)[n:10][c:11]([CH:13]3[CH2:14][CH2:15][O:16][CH2:17][CH2:18]3)[s:12]2)[n:7]1>>[c:2]1([CH3:38])[n:3][cH:4][cH:5][c:6](-[c:8]2[c:9](-[c:19]3[c:20]([F:37])[c:21]([NH:25][S:26](=[O:27])(=[O:28])[c:29]4[c:30]([F:36])[cH:31][cH:32][c:33]([F:35])[cH:34]4)[cH:22][cH:23][cH:24]3)[n:10][c:11]([CH:13]3[CH2:14][CH2:15][O:16][CH2:17][CH2:18]3)[s:12]2)[n:7]1.